From a dataset of the Open Reaction Database (ORD), a public repository of structured organic reaction records. describe an organic reaction: reactants, conditions, products, and yield The reactants are ClC=1C=C2CCN(C2=C(C1)N)C1=C(C(=O)N)C=CC=C1 (2-(5-chloro-7-aminoindolin-1-yl)benzamide). The solvent is CO.ClCCl (methanol dichloromethane). Run at time 2 hour. Product: ClC=1C=C2C=3N(C4=C(C(N2)=O)C=CC=C4)CCC3C1 (4-Chloro-1,2-dihydrobenzo[c]pyrrolo[1,2,3-ef][1,5]benzodiazepin-7-one). As a reaction SMILES: [Cl:1][C:2]1[CH:3]=[C:4]2[C:8](=[C:9](N)[CH:10]=1)[N:7]([C:12]1[CH:20]=[CH:19][CH:18]=[CH:17][C:13]=1[C:14]([NH2:16])=[O:15])[CH2:6][CH2:5]2>CO.ClCCl>[Cl:1][C:2]1[CH:10]=[C:9]2[NH:16][C:14](=[O:15])[C:13]3[CH:17]=[CH:18][CH:19]=[CH:20][C:12]=3[N:7]3[CH2:6][CH2:5][C:4]([CH:3]=1)=[C:8]23 |f:1.2|. Procedure: 2-(5-chloro-7-aminoindolin-1-yl)benzamide of Example 1c (28.7 g, 0.10 mole) was dissolved in methanol/dichloromethane (DCM) solution (1:9 v/v) at 35° C. Silica gel (510 gm) was added to absorb the starting material, then the solvent was removed as much as possible under vacuum (50° C., 25 mmHg pressure for 1 hr.) The reaction mixture was then heated at 145°-155° C. and mechanically stirred for 11/2 hours. The heating was stopped when the mixture started to turn brown. The combined material was p... RXN SMILES: [CH3:1][S:2][c:3]1[cH:4][cH:5][c:6]([CH:9]2[O:10][CH2:11][CH2:12][CH2:13][O:14]2)[cH:7][cH:8]1.[Cl:26][CH2:27][Cl:28].[OH:15][O:16][C:17]([c:18]1[cH:19][c:20]([Cl:21])[cH:22][cH:23][cH:24]1)=[O:25]>>[CH3:1][S:2]([c:3]1[cH:4][cH:5][c:6]([CH:9]2[O:10][CH2:11][CH2:12][CH2:13][O:14]2)[cH:7][cH:8]1)=[O:15]. Product: CS(=O)c1ccc(C2OCCCO2)cc1. The reactants are CSc1ccc(C2OCCCO2)cc1, ClCCl, O=C(OO)c1cccc(Cl)c1. The reactants are O=C([O-])[O-], CCOC(C)=O, [I-], [K+], [K+], [K+], O=C([O-])[O-], CN(C)C=O, Oc1cc2c(c3ccccc13)Nc1ccccc1S2, CCOP(=O)(Cl)OCC. The product is CCOP(=O)(OCC)Oc1cc2c(c3ccccc13)Nc1ccccc1S2. RXN SMILES: [C:29](=[O:30])([O-:31])[O-:32].[CH3:46][CH2:47][O:48][C:49](=[O:50])[CH3:51].[I-:36].[K+:33].[K+:34].[K+:35].[O-:37][C:38](=[O:39])[O-:40].[O:41]=[CH:42][N:43]([CH3:44])[CH3:45].[OH:1][c:2]1[c:3]2[c:4]([c:5]3[c:14]([cH:15]1)[S:13][c:12]1[c:7]([cH:8][cH:9][cH:10][cH:11]1)[NH:6]3)[cH:16][cH:17][cH:18][cH:19]2.[P:20](=[O:21])([O:22][CH2:23][CH3:24])([O:25][CH2:26][CH3:27])[Cl:28]>>[O:1]([c:2]1[c:3]2[c:4]([c:5]3[c:14]([cH:15]1)[S:13][c:12]1[c:7]([cH:8][cH:9][cH:10][cH:11]1)[NH:6]3)[cH:16][cH:17][cH:18][cH:19]2)[P:20](=[O:21])([O:22][CH2:23][CH3:24])[O:25][CH2:26][CH3:27]. Starting materials: [N+](=O)([O-])C=1C=C2C(C(=O)N(C2=O)C(C)C)=CC1 (4-nitro-N-isopropylphthalimide), [N+](=O)([O-])C=1C=C2C(C(=O)N(C2=O)C(C)C)=CC1 (4-nitro-N-isopropylphthalimide), [H][H] (hydrogen), [H][H] (hydrogen). The reagents and catalysts are N.O[V](=O)=O (ammonium vanadate), [O-2].[O-2].[Ti+4] (titanium dioxide), [Pd] (palladium). The solvent is O (water). Run at temperature 65 celsius, time 71 hour. Yields the product NC=1C=C2C(C(=O)N(C2=O)C(C)C)=CC1 (4-amino-N-isopropylphthalimide). The yield is 59.8%. As a reaction SMILES: [N+:1]([C:4]1[CH:5]=[C:6]2[C:11](=[O:12])[N:10]([CH:13]([CH3:15])[CH3:14])[C:8](=[O:9])[C:7]2=[CH:16][CH:17]=1)([O-])=O.[H][H]>N.O[V](=O)=O.[O-2].[O-2].[Ti+4].[Pd].O>[NH2:1][C:4]1[CH:5]=[C:6]2[C:11](=[O:12])[N:10]([CH:13]([CH3:15])[CH3:14])[C:8](=[O:9])[C:7]2=[CH:16][CH:17]=1 |f:2.3,4.5.6|. Procedure: 0.001 g of ammonium vanadate and 0.5 g of titanium dioxide extrudate containing 1% by weight of metallic palladium and having a particle size of 3 mm (from Johnson Matthey) are added to a suspension consisting of 50 ml of water and 2.3 g of 4-nitro-N-isopropylphthalimide. After displacing the air with nitrogen, the latter is replaced by hydrogen at atmospheric pressure and the suspension is stirred at 65° C. for 71 hours. During this time, 102% of the theoretical amount of hydrogen, based on the... Reactants: CCOCCCN, Cl, O=C(O)c1cccc(-c2cccc3cc(C(=O)NC4CN5CCC4CC5)oc23)c1. Yields the product Cl, CCOCCCNC(=O)c1cccc(-c2cccc3cc(C(=O)NC4CN5CCC4CC5)oc23)c1. RXN SMILES: [CH2:31]([CH3:32])[O:33][CH2:34][CH2:35][CH2:36][NH2:37].[ClH:1].[N:2]12[CH2:3][CH:4]([NH:10][C:11](=[O:12])[c:13]3[o:14][c:15]4[c:16]([cH:17]3)[cH:18][cH:19][cH:20][c:21]4-[c:22]3[cH:23][c:24]([C:25](=[O:26])[OH:27])[cH:28][cH:29][cH:30]3)[CH:5]([CH2:6][CH2:7]1)[CH2:8][CH2:9]2>>[ClH:1].[N:2]12[CH2:3][CH:4]([NH:10][C:11](=[O:12])[c:13]3[o:14][c:15]4[c:16]([cH:17]3)[cH:18][cH:19][cH:20][c:21]4-[c:22]3[cH:23][c:24]([C:25](=[O:27])[NH:37][CH2:36][CH2:35][CH2:34][O:33][CH2:31][CH3:32])[cH:28][cH:29][cH:30]3)[CH:5]([CH2:6][CH2:7]1)[CH2:8][CH2:9]2.